This data is from the Open Reaction Database (ORD), a public repository of structured organic reaction records. The task is: describe an organic reaction: reactants, conditions, products, and yield Procedure: A solution of (1R,2S)-2-amino-1-(4-hydroxyphenyl)propan-1-ol (97 mg), ethyl 2-[4-(2-bromoethyl)-3-chlorophenoxy]acetate (187 mg) and N,N-diisopropylethylamine (203 μl) in N,N-dimethylformamide (3 ml) was stirred for 10 hours at 60° C. After cooling, water was added to the reaction mixture and the resulting mixture was extracted with ethyl acetate. The extract was washed with water and dried over anhydrous magnesium sulfate. After the solvent was removed in vacuo, purification of the residue by m... The yield is 31.7%. Product: ClC=1C=C(OCC(=O)OCC)C=CC1CCN[C@H]([C@@H](C1=CC=C(C=C1)O)O)C (ethyl 2-[3-chloro-4-[2-[[(1S,2R)-2-hydroxy-2-(4-hydroxyphenyl)-1-methyl-ethyl]amino]ethyl]phenoxy]acetate). The reactants are O (water), N[C@H]([C@H](O)C1=CC=C(C=C1)O)C ((1R,2S)-2-amino-1-(4-hydroxyphenyl)propan-1-ol), BrCCC1=C(C=C(OCC(=O)OCC)C=C1)Cl (ethyl 2-[4-(2-bromoethyl)-3-chlorophenoxy]acetate), C(C)(C)N(C(C)C)CC (N,N-diisopropylethylamine). Reaction SMILES: [NH2:1][C@@H:2]([CH3:12])[C@@H:3]([C:5]1[CH:10]=[CH:9][C:8]([OH:11])=[CH:7][CH:6]=1)[OH:4].Br[CH2:14][CH2:15][C:16]1[CH:28]=[CH:27][C:19]([O:20][CH2:21][C:22]([O:24][CH2:25][CH3:26])=[O:23])=[CH:18][C:17]=1[Cl:29].C(N(CC)C(C)C)(C)C.O>CN(C)C=O>[Cl:29][C:17]1[CH:18]=[C:19]([CH:27]=[CH:28][C:16]=1[CH2:15][CH2:14][NH:1][C@@H:2]([CH3:12])[C@H:3]([OH:4])[C:5]1[CH:10]=[CH:9][C:8]([OH:11])=[CH:7][CH:6]=1)[O:20][CH2:21][C:22]([O:24][CH2:25][CH3:26])=[O:23]. The solvent is CN(C=O)C (N,N-dimethylformamide). Reactants: N1NNCCC1 (hexahydro-triazine), amine, C(C)(C)(C)N (tert-butylamine), C=O (formaldehyde), amine, C=O (formaldehyde). The product is C(C)(C)(C)C1=NN=NC=C1 (tert-butyltriazine). Yield: 90.0%. RXN SMILES: [NH:1]1[CH2:6][CH2:5][CH2:4][NH:3][NH:2]1.[C:7](N)([CH3:10])([CH3:9])[CH3:8].C=O>>[C:7]([C:6]1[CH:5]=[CH:4][N:3]=[N:2][N:1]=1)([CH3:10])([CH3:9])[CH3:8]. Reported procedure: In carrying out the reaction to prepare the preferred hexahydro-triazine, the tert-butylamine is added slowly to a concentrated aqueous solution of the formaldehyde (formalin) and the stoichiometry is maintained to so that there is an exact equivalent to a slight excess of the amine at the end of the reaction. Typically, a molar ratio of at least 1.00 to 1.05 of the amine to the formaldehyde is preferred for the overall process to form the tert-butyltriazine quantitatively (in excess of 90% yiel... Starting materials: C1(CC1)C1=CN=C(C(=N1)C(=O)O)NC=1C=NC=CC1 (6-cyclopropyl-3-(pyridin-3-ylamino)pyrazine-2-carboxylic acid), CNC(=O)C=1N(N=CC1N)C (4-amino-2-methyl-2H-pyrazole-3-carboxylic acid methylamide), solid. The product is CN1N=CC(=C1C(NC)=O)NC(=O)C1=NC(=CN=C1NC=1C=NC=CC1)C1CC1 (6-Cyclopropyl-3-(pyridin-3-ylamino)-pyrazine-2-carboxylic acid (1-methyl-5-methylcarbamoyl-1H-pyrazol-4-yl)-amide). RXN SMILES: [CH:1]1([C:4]2[N:9]=[C:8]([C:10]([OH:12])=O)[C:7]([NH:13][C:14]3[CH:15]=[N:16][CH:17]=[CH:18][CH:19]=3)=[N:6][CH:5]=2)[CH2:3][CH2:2]1.[CH3:20][NH:21][C:22]([C:24]1[N:25]([CH3:30])[N:26]=[CH:27][C:28]=1[NH2:29])=[O:23]>>[CH3:30][N:25]1[C:24]([C:22](=[O:23])[NH:21][CH3:20])=[C:28]([NH:29][C:10]([C:8]2[C:7]([NH:13][C:14]3[CH:15]=[N:16][CH:17]=[CH:18][CH:19]=3)=[N:6][CH:5]=[C:4]([CH:1]3[CH2:2][CH2:3]3)[N:9]=2)=[O:12])[CH:27]=[N:26]1. Reported procedure: The product was obtained starting from 6-cyclopropyl-3-(pyridin-3-ylamino)pyrazine-2-carboxylic acid (30 mg, 0.12 mmol) and 4-amino-2-methyl-2H-pyrazole-3-carboxylic acid methylamide (23 mg, 0.15 mmol) according to the method described in example 64, step 6 as yellow solid (30 mg, 64%). The reactants are O=C(Cl)c1ccccc1, O=C1CCCCCN1, CCN(C(C)C)C(C)C, O. Yields the product O=C1CCCCCN1C(=O)c1ccccc1. RXN SMILES: [C:18]([c:19]1[cH:20][cH:21][cH:22][cH:23][cH:24]1)(=[O:25])[Cl:26].[C:1]1(=[O:8])[CH2:2][CH2:3][CH2:4][CH2:5][CH2:6][NH:7]1.[CH:9]([N:10]([CH:11]([CH3:12])[CH3:13])[CH2:14][CH3:15])([CH3:16])[CH3:17].[OH2:27]>>[C:1]1(=[O:8])[CH2:2][CH2:3][CH2:4][CH2:5][CH2:6][N:7]1[C:18]([c:19]1[cH:20][cH:21][cH:22][cH:23][cH:24]1)=[O:25]. Starting materials: NC1=C(C(=C(C(=O)O)C=C1C#N)O)C (4-Amino-5-cyano-2-hydroxy-3-methylbenzoic acid), [OH-].[Na+] (NaOH). Solvent: N1=CC=CC2=CC=CC=C12 (quinoline), pet. ether. Reaction conditions: temperature 170 celsius, time 15 minute. Yields the product NC1=C(C#N)C=CC(=C1C)O (2-Amino-4-hydroxy-3-methylbenzonitrile). Yield: 81.0%. Reaction SMILES: [NH2:1][C:2]1[C:10]([C:11]#[N:12])=[CH:9][C:5](C(O)=O)=[C:4]([OH:13])[C:3]=1[CH3:14].[OH-].[Na+]>N1C2C(=CC=CC=2)C=CC=1>[NH2:1][C:2]1[C:3]([CH3:14])=[C:4]([OH:13])[CH:5]=[CH:9][C:10]=1[C:11]#[N:12] |f:1.2|. Reported procedure: A mixture of compound 75 (19 g, 0.1 mol) in quinoline (50 mL) was heated to 170° C. for 2 h (until effervescence ceased). The reaction mixture was cooled to RT and aqueous NaOH solution was added (1M, 500 mL) followed by pet. ether (500 mL). The reaction mixture was stirred for 15 min and the aqueous layer was separated. The aqueous layer was further washed with pet. ether (2×300 mL) to remove quinoline completely. The aqueous layer was acidified with 1.5N HCl to pH=5, the solid was filtered off... Starting materials: BrC(C(C)=O)(C)C (3-bromo-3-methyl-2-butanone), OC1=C(CO)C=C(C=C1)I (2-hydroxy-5-iodobenzyl alcohol), BrC(C(C)=O)(C)C (3-bromo-3-methyl-2-butanone), C([O-])([O-])=O.[K+].[K+] (potassium carbonate). Run in C(C)C(=O)C (methyl ethyl ketone). Product: OCC1=C(OC(C(C)=O)(C)C)C=CC(=C1)I (3-(2-hydroxymethyl-4-iodophenoxy)-3-methyl-2-butanone). The yield is 104.5%. Reaction SMILES: [OH:1][C:2]1[CH:9]=[CH:8][C:7]([I:10])=[CH:6][C:3]=1[CH2:4][OH:5].Br[C:12]([CH3:17])([CH3:16])[C:13](=[O:15])[CH3:14].C(=O)([O-])[O-].[K+].[K+]>C(C(C)=O)C>[OH:5][CH2:4][C:3]1[CH:6]=[C:7]([I:10])[CH:8]=[CH:9][C:2]=1[O:1][C:12]([CH3:17])([CH3:16])[C:13](=[O:15])[CH3:14] |f:2.3.4|. Procedure: A mixture containing 2-hydroxy-5-iodobenzyl alcohol (0.63 g, 0.00252 mol), 3-bromo-3-methyl-2-butanone (0.42 g, 0.00254 mol) and potassium carbonate (0.42 g, 0.00377 mol) in methyl ethyl ketone (7 ml) was heated at reflux for three hours. Then a further equivalent of 3-bromo-3-methyl-2-butanone (0.42 g, 0.00254 mol) was added. After heating at reflux for three hours, the cooled mixture was washed successively with water and aqueous sodium hydroxide solution, then extracted with ethyl acetate. Th... Starting materials: [N-]=C=O.C(=C)(C)C=1C(=C(C=CC1)C)C (meta-isopropenyldimethylbenzene isocyanate), [N-]=C=O.[N-]=C=O.CC(C1=CC(=CC=C1)C(C)C)C (α,α,α',α'-tetramethyl meta-xylene diisocyanate), CC(=C)C1=CC(=CC=C1)C(=C)C (m-DIPEB), molten, C(N)(OC)=O (methyl carbamate), CCCCCCCCCCCCCCCC (hexadecane), CCCCCCCCCCCCCCCCCCCCC (heneicosane), S(O)(O)(=O)=O (sulfuric acid), C([O-])([O-])=O.[Na+].[Na+] (sodium carbonate). Run at temperature 60 celsius, time 4.5 hour. Product: [N-]=C=O.NC(=O)OCC.CC(C1=CC(=CC=C1)C(C)C)C (α,α,α',α'-tetramethyl-meta-xylene monourethane monoisocyanate). The yield is 3.0%. As a reaction SMILES: [C:1](=[O:5])([O:3][CH3:4])[NH2:2].S(=O)(=O)(O)O.[CH3:11][C:12]([C:14]1[CH:19]=[CH:18][CH:17]=[C:16]([C:20]([CH3:22])=[CH2:21])[CH:15]=1)=[CH2:13].C(=O)([O-])[O-].[Na+].[Na+].CCCCCCCCCCCCCCCC.CCCCCCCCCCCCCCCCCCCCC.[N-]=C=O.[N-]=C=O.CC(C)C1C=CC=C(C(C)C)C=1.[N-]=C=O.C(C1C(C)=C(C)C=CC=1)(C)=C>>[N-:2]=[C:1]=[O:3].[NH2:2][C:1]([O:3][CH2:4][CH3:11])=[O:5].[CH3:21][CH:20]([CH3:22])[C:16]1[CH:17]=[CH:18][CH:19]=[C:14]([CH:12]([CH3:13])[CH3:11])[CH:15]=1 |f:3.4.5,8.9.10,11.12,13.14.15|. Procedure: To a flask containing 59.30 g (789.92 mmoles) of molten methyl carbamate (85° C. oil bath) was added 260 mg (2.6 mmole) of conc.sulfuric acid. The temperature of the oil bath was then lowered to 60° C., and 14.79 g (93.61 mmoles) of m-DIPEB added dropwise to the reaction mixture. The reaction mixture was stirred 60° C. for 4.5 hours, and 500 mg of anhydrous sodium carbonate added to neutralize the acid catalyst. The mixture was stirred at 60° C. for another 30 minutes and then distilled under th...